This data is from the Open Reaction Database (ORD), a public repository of structured organic reaction records. The task is: describe an organic reaction: reactants, conditions, products, and yield Procedure details: An oven dried Schlenk tube equipped with a rubber septum was cooled under an argon purge. The septum was removed and the tube was charged with tris(dibenzylideneacetone)dipalladium (0) (23 mg, 0.025 mmol, 10 mol % Pd), (S)-BINAP (46 mg, 0.075 mmol, 15 mol %) and 2-pentyl-5-(N-methyl-anilinomethylene)-cyclopentanone (136 mg, 0.5 mmol). Toluene (2 mL) was added and the mixture was stirred for 1 min at room temperature. Bromobenzene (157 mg, 1.0 mmol) and sodium 1-butoxide (96 mg, 1.0 mmol) were ad... Reactants: C1=CC=C(C=C1)P(C2=CC=CC=C2)C3=C(C4=CC=CC=C4C=C3)C5=C(C=CC6=CC=CC=C65)P(C7=CC=CC=C7)C8=CC=CC=C8 ((S)-BINAP), C(CCCC)C1C(C(CC1)=CN(C1=CC=CC=C1)C)=O (2-pentyl-5-(N-methyl-anilinomethylene)-cyclopentanone), BrC1=CC=CC=C1 (Bromobenzene), CCCC[O-].[Na+] (sodium 1-butoxide). Reaction conditions: time 1 minute. As a reaction SMILES: C1C=CC(P(C2C=CC3C(=CC=CC=3)C=2C2C3C(=CC=CC=3)C=CC=2P(C2C=CC=CC=2)C2C=CC=CC=2)C2C=CC=CC=2)=CC=1.[CH2:47]([CH:52]1[CH2:56][CH2:55][C:54](=[CH:57][N:58]([CH3:65])[C:59]2[CH:64]=[CH:63][CH:62]=[CH:61][CH:60]=2)[C:53]1=[O:66])[CH2:48][CH2:49][CH2:50][CH3:51].Br[C:68]1[CH:73]=[CH:72][CH:71]=[CH:70][CH:69]=1.CCCC[O-].[Na+]>C1C=CC(/C=C/C(/C=C/C2C=CC=CC=2)=O)=CC=1.C1C=CC(/C=C/C(/C=C/C2C=CC=CC=2)=O)=CC=1.C1C=CC(/C=C/C(/C=C/C2C=CC=CC=2)=O)=CC=1.[Pd].[Pd].C1(C)C=CC=CC=1>[C:68]1([C:52]2([CH2:47][CH2:48][CH2:49][CH2:50][CH3:51])[CH2:56][CH2:55][C:54](=[CH:57][N:58]([CH3:65])[C:59]3[CH:64]=[CH:63][CH:62]=[CH:61][CH:60]=3)[C:53]2=[O:66])[CH:73]=[CH:72][CH:71]=[CH:70][CH:69]=1 |f:3.4,5.6.7.8.9|. Isolated yield 84.0%. The reagents and catalysts are C=1C=CC(=CC1)/C=C/C(=O)/C=C/C2=CC=CC=C2.C=1C=CC(=CC1)/C=C/C(=O)/C=C/C2=CC=CC=C2.C=1C=CC(=CC1)/C=C/C(=O)/C=C/C2=CC=CC=C2.[Pd].[Pd] (tris(dibenzylideneacetone)dipalladium). Run in C1(=CC=CC=C1)C (Toluene). Product: C1(=CC=CC=C1)C1(C(C(CC1)=CN(C1=CC=CC=C1)C)=O)CCCCC (2-Phenyl-2-pentyl-5-(N-methyl-anilinomethylene)-cyclopentanone). The reactants are BrC=1C=C(C=CC1)CCC(C(N)=S)C1=CC=C(C(=O)OC)C=C1 (methyl 4-[3-(3-bromophenyl)-1-carbamothioylpropyl]benzoate), BrCC(=O)C1=CC(=CC=C1)C(F)(F)F (2-bromo-1-[3-(trifluoromethyl)phenyl]ethanone). Product: BrC=1C=C(C=CC1)CCC(C=1SC=C(N1)C1=CC(=CC=C1)C(F)(F)F)C1=CC=C(C(=O)OC)C=C1 (methyl 4-[3-(3-bromophenyl)-1-{4-[3-(trifluoromethyl)phenyl]-1,3-thiazol-2-yl}propyl]benzoate). Isolated yield 89.6%. Reaction SMILES: [Br:1][C:2]1[CH:3]=[C:4]([CH2:8][CH2:9][CH:10]([C:14]2[CH:23]=[CH:22][C:17]([C:18]([O:20][CH3:21])=[O:19])=[CH:16][CH:15]=2)[C:11](=[S:13])[NH2:12])[CH:5]=[CH:6][CH:7]=1.Br[CH2:25][C:26]([C:28]1[CH:33]=[CH:32][CH:31]=[C:30]([C:34]([F:37])([F:36])[F:35])[CH:29]=1)=O>>[Br:1][C:2]1[CH:3]=[C:4]([CH2:8][CH2:9][CH:10]([C:14]2[CH:15]=[CH:16][C:17]([C:18]([O:20][CH3:21])=[O:19])=[CH:22][CH:23]=2)[C:11]2[S:13][CH:25]=[C:26]([C:28]3[CH:33]=[CH:32][CH:31]=[C:30]([C:34]([F:35])([F:36])[F:37])[CH:29]=3)[N:12]=2)[CH:5]=[CH:6][CH:7]=1. Procedure details: By a reaction in the same manner as in Example 178b and using the compound (3.15 g, 8.03 mmol) obtained in Example 181b and 2-bromo-1-[3-(trifluoromethyl)phenyl]ethanone (3.22 g, 12.0 mmol), the title compound (4.03 g, 90%) was obtained as a yellow oil. Starting materials: C1(=CC=CC=C1)NC1=CC2=CC=CC=C2C=C1 (N-phenyl-2-naphthylamine), octylated diphenylamine, C(CCC)NC1=CC=C(C=C1)O (4-n-butylaminophenol). Product: C1(=CC=CC=C1)NC1=CC=CC2=CC=CC=C12 (N-phenyl-1-naphthylamine). As a reaction SMILES: [C:1]1([NH:7][C:8]2[CH:17]=[CH:16][C:15]3[C:10](=[CH:11][CH:12]=[CH:13][CH:14]=3)[CH:9]=2)[CH:6]=[CH:5][CH:4]=[CH:3][CH:2]=1.C(NC1C=CC(O)=CC=1)CCC>>[C:1]1([NH:7][C:8]2[C:9]3[C:10](=[CH:11][CH:12]=[CH:13][CH:14]=3)[CH:15]=[CH:16][CH:17]=2)[CH:2]=[CH:3][CH:4]=[CH:5][CH:6]=1. Reported procedure: N-phenyl-2-naphthylamine; octylated diphenylamine; 4-n-butylaminophenol;